Dataset: the Open Reaction Database (ORD), a public repository of structured organic reaction records. Task: describe an organic reaction: reactants, conditions, products, and yield The reactants are CC#N, COc1cc(C(C)=O)ccc1SCCCCl, Fc1ccc2c(C3CCNCC3)noc2c1, [K+], [K+], O=C([O-])[O-], O. Product: COc1cc(C(C)=O)ccc1SCCCN1CCC(c2noc3cc(F)ccc23)CC1. As a reaction SMILES: [CH3:39][C:40]#[N:41].[Cl:17][CH2:18][CH2:19][CH2:20][S:21][c:22]1[c:23]([O:31][CH3:32])[cH:24][c:25]([C:28]([CH3:29])=[O:30])[cH:26][cH:27]1.[F:1][c:2]1[cH:3][c:4]2[c:5]([c:6]([CH:9]3[CH2:10][CH2:11][NH:12][CH2:13][CH2:14]3)[n:7][o:8]2)[cH:15][cH:16]1.[K+:33].[K+:34].[O-:35][C:36]([O-:37])=[O:38].[OH2:42]>>[F:1][c:2]1[cH:3][c:4]2[c:5]([c:6]([CH:9]3[CH2:10][CH2:11][N:12]([CH2:18][CH2:19][CH2:20][S:21][c:22]4[c:23]([O:31][CH3:32])[cH:24][c:25]([C:28]([CH3:29])=[O:30])[cH:26][cH:27]4)[CH2:13][CH2:14]3)[n:7][o:8]2)[cH:15][cH:16]1.